This data is from the Open Reaction Database (ORD), a public repository of structured organic reaction records. The task is: describe an organic reaction: reactants, conditions, products, and yield Reactants: COc1cc(CCc2ccccc2)ccn1, Cl. The product is O=c1cc(CCc2ccccc2)cc[nH]1. Reaction SMILES: [CH3:1][O:2][c:3]1[n:4][cH:5][cH:6][c:7]([CH2:9][CH2:10][c:11]2[cH:12][cH:13][cH:14][cH:15][cH:16]2)[cH:8]1.[ClH:17]>>[O:2]=[c:3]1[nH:4][cH:5][cH:6][c:7]([CH2:9][CH2:10][c:11]2[cH:12][cH:13][cH:14][cH:15][cH:16]2)[cH:8]1. Reactants: CNCc1ccccc1, O=P(Cl)(Cl)c1ccccc1. Product: CN1Cc2ccccc2P1(=O)c1ccccc1. As a reaction SMILES: [CH3:1][NH:2][CH2:3][c:4]1[cH:5][cH:6][cH:7][cH:8][cH:9]1.[c:10]1([P:16](=[O:17])([Cl:18])[Cl:19])[cH:11][cH:12][cH:13][cH:14][cH:15]1>>[CH3:1][N:2]1[CH2:3][c:4]2[c:5]([cH:6][cH:7][cH:8][cH:9]2)[P:16]1([c:10]1[cH:11][cH:12][cH:13][cH:14][cH:15]1)=[O:17]. Starting materials: COC1=CC=C(C=C1)C(CCC1=CC=CC=C1)=O (1-(4-methoxyphenyl)-3-phenylpropan-1-one), C(CC(O)(C(=O)O)CC(=O)O)(=O)O (citric acid), [(CH3)2Si]2NLi, C(C1=CC=C(C=C1)OC)(=O)Cl (p-anisoyl chloride). Solvent: C1CCOC1 (THF). Conditions: temperature -78 celsius, time 1 hour. Product: COC1=CC=C(C=C1)C(C(C(=O)C1=CC=C(C=C1)OC)CC1=CC=CC=C1)=O (1,3-bis(4-methoxyphenyl)-2-benzylpropane-1,3-dione). As a reaction SMILES: [CH3:1][O:2][C:3]1[CH:8]=[CH:7][C:6]([C:9](=[O:18])[CH2:10][CH2:11][C:12]2[CH:17]=[CH:16][CH:15]=[CH:14][CH:13]=2)=[CH:5][CH:4]=1.[C:19](Cl)(=[O:28])[C:20]1[CH:25]=[CH:24][C:23]([O:26][CH3:27])=[CH:22][CH:21]=1.C(O)(=O)CC(CC(O)=O)(C(O)=O)O>C1COCC1>[CH3:27][O:26][C:23]1[CH:24]=[CH:25][C:20]([C:19](=[O:28])[CH:10]([CH2:11][C:12]2[CH:17]=[CH:16][CH:15]=[CH:14][CH:13]=2)[C:9]([C:6]2[CH:7]=[CH:8][C:3]([O:2][CH3:1])=[CH:4][CH:5]=2)=[O:18])=[CH:21][CH:22]=1. Reported procedure: To a solution of 1-(4-methoxyphenyl)-3-phenylpropan-1-one (1.0 equiv.) in THF at −78° C. was dropwise 1.5 equiv. of [(CH3)2Si]2NLi. The solution was stirred for 1 h at −78° C., followed by addition of 1.2 equiv. of p-anisoyl chloride. The reaction mixture was stirred for 10 min at −78° C. and then for 22 h at rt, acidified with 10% citric acid, and extracted with EtOAc. The combined organic layers were washed with water and dried over Na2SO4. Removal of solvent in vacuo provided a crude solid wh...